Dataset: the Open Reaction Database (ORD), a public repository of structured organic reaction records. Task: describe an organic reaction: reactants, conditions, products, and yield Reactants: O (water), [Cl-].COC[P+](C1=CC=CC=C1)(C1=CC=CC=C1)C1=CC=CC=C1 (methoxymethyltriphenylphosphonium chloride), CC(C)([O-])C.[K+] (potassium t-butoxide), C(CCCC)C1CCC(CC1)(C1CCC(CC1)=O)C1=C(C(=CC=C1)F)F (1-[4-pentyl-(2,3-difluorophenyl)cyclohexyl]-cyclohexan-4-one). Run in C1(=CC=CC=C1)C (toluene), C1CCOC1 (THF), C1CCOC1 (THF). Reaction conditions: temperature -30 celsius, time 30 minute. Product: C(CCCC)C1CCC(CC1)(C1CCC(CC1)=COC)C1=C(C(=CC=C1)F)F (1-[4-pentyl-(2,3-difluorophenyl)cyclohexyl]-4-methoxymethylenecyclohexane). Yield: 98.9%. As a reaction SMILES: [Cl-].[CH3:2][O:3][CH2:4][P+](C1C=CC=CC=1)(C1C=CC=CC=1)C1C=CC=CC=1.CC(C)([O-])C.[K+].[CH2:30]([CH:35]1[CH2:40][CH2:39][C:38]([C:48]2[CH:53]=[CH:52][CH:51]=[C:50]([F:54])[C:49]=2[F:55])([CH:41]2[CH2:46][CH2:45][C:44](=O)[CH2:43][CH2:42]2)[CH2:37][CH2:36]1)[CH2:31][CH2:32][CH2:33][CH3:34].O>C1COCC1.C1(C)C=CC=CC=1>[CH2:30]([CH:35]1[CH2:36][CH2:37][C:38]([C:48]2[CH:53]=[CH:52][CH:51]=[C:50]([F:54])[C:49]=2[F:55])([CH:41]2[CH2:42][CH2:43][C:44](=[CH:2][O:3][CH3:4])[CH2:45][CH2:46]2)[CH2:39][CH2:40]1)[CH2:31][CH2:32][CH2:33][CH3:34] |f:0.1,2.3|. Procedure details: Well-dried methoxymethyltriphenylphosphonium chloride (8.6 g) and THF (100 ml) were mixed under a nitrogen atmosphere, and cooled to −30° C. Then, potassium t-butoxide (t-BuOK; 2.8 g) was put in thereto in twice in the temperature range of −30° C. to −20° C. After the mixture had been stirred at −20° C. for 30 minutes, the compound (38) (7.6 g) dissolved in THF (100 ml) was added dropwise thereto in the temperature range of −30° C. to −20° C. After the reaction mixture had been stirred at −10° C... The reactants are C(CC)(=O)C1=CC=C(C(=O)OCC)C=C1 (Ethyl 4-propionylbenzoate), pyrrolidinone hydrotribromide, N1C(CCC1)=O (2-pyrrolidinone). The solvent is C1CCOC1 (THF). Yields the product C(C)OC(C1=CC=C(C=C1)C(C(C)Br)=O)=O (ethyl-4(2′-bromopropionyl)benzoate). Reaction SMILES: [C:1]([C:5]1[CH:15]=[CH:14][C:8]([C:9]([O:11][CH2:12][CH3:13])=[O:10])=[CH:7][CH:6]=1)(=[O:4])[CH2:2][CH3:3].C1CNC(=O)C1.[Br:22][Br-]Br.N1CCCC1=O>C1COCC1>[CH2:12]([O:11][C:9](=[O:10])[C:8]1[CH:14]=[CH:15][C:5]([C:1](=[O:4])[CH:2]([Br:22])[CH3:3])=[CH:6][CH:7]=1)[CH3:13] |f:1.2|. Procedure: Ethyl 4-propionylbenzoate (2.0 mmol), pyrrolidinone hydrotribromide (2.1 mmol) and 2-pyrrolidinone (2.2 mmol) were heated in THF (20 mL) at 50 C for 2.5 h. The mixture was cooled, filtered, concentrated under vacuum and the residual oil partitioned between H2O and MTBE. The aqueous layer was extracted with MTBE, and the combined organic layers were washed with saturated aqueous sodium metabisulfite solution, H2O, brine, dried over MgSO4 and the solvent removed under vacuum. The residue was purif... RXN SMILES: [BrH:29].[CH2:1]([O:2][C:3](=[O:4])[N:11]1[CH2:12][c:13]2[nH:14][c:15]3[cH:16][cH:17][cH:18][cH:19][c:20]3[c:21]2[CH2:22][CH:23]1[c:24]1[n:25][n:26][n:27][nH:28]1)[c:5]1[cH:6][cH:7][cH:8][cH:9][cH:10]1.[CH3:30][C:31](=[O:32])[OH:33]>>[NH:11]1[CH2:12][c:13]2[nH:14][c:15]3[cH:16][cH:17][cH:18][cH:19][c:20]3[c:21]2[CH2:22][CH:23]1[c:24]1[n:25][n:26][n:27][nH:28]1. The product is c1ccc2c3c([nH]c2c1)CNC(c1nnn[nH]1)C3. Reactants: Br, O=C(OCc1ccccc1)N1Cc2[nH]c3ccccc3c2CC1c1nnn[nH]1, CC(=O)O. Starting materials: N(CCO)CCO (diethanolamine), O (water), O=C1NC2=CC=C(C=C2NC1=O)S(=O)(=O)Cl (1,2,3,4-tetrahydro-2,3-dioxo-6-quinoxalinesulfonyl chloride). Yields the product OCCN(S(=O)(=O)C=1C=C2NC(C(NC2=CC1)=O)=O)CCO (N.N-bis-(2-hydroxyethyl)-1,2,3,4-tetrahydro-2,3-dioxo-6-quinoxaline sulfonamide). The yield is 51.0%. RXN SMILES: [NH:1]([CH2:5][CH2:6][OH:7])[CH2:2][CH2:3][OH:4].O.[O:9]=[C:10]1[C:19](=[O:20])[NH:18][C:17]2[C:12](=[CH:13][CH:14]=[C:15]([S:21](Cl)(=[O:23])=[O:22])[CH:16]=2)[NH:11]1>>[OH:4][CH2:3][CH2:2][N:1]([CH2:5][CH2:6][OH:7])[S:21]([C:15]1[CH:16]=[C:17]2[C:12](=[CH:13][CH:14]=1)[NH:11][C:10](=[O:9])[C:19](=[O:20])[NH:18]2)(=[O:22])=[O:23]. Procedure: To a solution of 10.51 g (0.1 mole) of diethanolamine in 40 ml of water 5.21 g (0.02 mole) of 1,2,3,4-tetrahydro-2,3-dioxo-6-quinoxalinesulfonyl chloride are added in small portions, under stirring. The mixture is stirred at room temperature for 10 hours and allowed to stand for 16 hours. The separated crystals are filtered, washed successively with water and acetone, dried, dissolved in a slight amount of hot dimethyl sulfoxide and precipitated from the solution with water. Thus 3.37 g (51%) of... Conditions: time 16 hour. Starting materials: IC1=CC=C(C=C1)\C(=C/COC1=CC(=C(OCC(=O)OC)C=C1)C)\C1=CC=C(C=C1)C (methyl (Z)-[4-[3-(4-iodophenyl)-3-(4-methylphenyl)allyloxy]-2-methylphenoxy}acetate), C(C#C)N1CCOCC1 (N-propargylmorpholine). The reagents and catalysts are C=1C=CC(=CC1)[P](C=2C=CC=CC2)(C=3C=CC=CC3)[Pd]([P](C=4C=CC=CC4)(C=5C=CC=CC5)C=6C=CC=CC6)([P](C=7C=CC=CC7)(C=8C=CC=CC8)C=9C=CC=CC9)[P](C=1C=CC=CC1)(C=1C=CC=CC1)C=1C=CC=CC1 (tetrakis(triphenylphosphine)palladium), [Cu]I (copper(I) iodide). Run in O1CCCC1 (tetrahydrofuran), C(C)N(CC)CC (triethylamine). Run at time 6 hour. Product: CC1=C(OCC(=O)OC)C=CC(=C1)OC\C=C(/C1=CC=C(C=C1)C#CCN1CCOCC1)\C1=CC=C(C=C1)C (methyl (Z)-[2-methyl-4-[3-(4-methylphenyl)-3-[4-[3-(morpholin-4-yl)propynyl]phenyl]allyloxy]phenoxy]acetate). RXN SMILES: I[C:2]1[CH:7]=[CH:6][C:5](/[C:8](/[C:25]2[CH:30]=[CH:29][C:28]([CH3:31])=[CH:27][CH:26]=2)=[CH:9]\[CH2:10][O:11][C:12]2[CH:23]=[CH:22][C:15]([O:16][CH2:17][C:18]([O:20][CH3:21])=[O:19])=[C:14]([CH3:24])[CH:13]=2)=[CH:4][CH:3]=1.[CH2:32]([N:35]1[CH2:40][CH2:39][O:38][CH2:37][CH2:36]1)[C:33]#[CH:34]>O1CCCC1.C(N(CC)CC)C.C1C=CC([P]([Pd]([P](C2C=CC=CC=2)(C2C=CC=CC=2)C2C=CC=CC=2)([P](C2C=CC=CC=2)(C2C=CC=CC=2)C2C=CC=CC=2)[P](C2C=CC=CC=2)(C2C=CC=CC=2)C2C=CC=CC=2)(C2C=CC=CC=2)C2C=CC=CC=2)=CC=1.[Cu]I>[CH3:24][C:14]1[CH:13]=[C:12]([O:11][CH2:10]/[CH:9]=[C:8](/[C:25]2[CH:30]=[CH:29][C:28]([CH3:31])=[CH:27][CH:26]=2)\[C:5]2[CH:6]=[CH:7][C:2]([C:34]#[C:33][CH2:32][N:35]3[CH2:40][CH2:39][O:38][CH2:37][CH2:36]3)=[CH:3][CH:4]=2)[CH:23]=[CH:22][C:15]=1[O:16][CH2:17][C:18]([O:20][CH3:21])=[O:19] |^1:56,58,77,96|. Reported procedure: A solution of the above ester (480 mg, 0.908 mmol) in a mixture of tetrahydrofuran (5 mL) and triethylamine (5 mL) was degassed and N-propargylmorpholine (237 mg, 1.89 mmol) was added under argon atmosphere. The solution was cooled, tetrakis(triphenylphosphine)palladium (84 mg, 0.073 mmol) and copper(I) iodide (27.6 mg, 0.145 mmol) were added. The reaction mixture was stirred at ambient temperature for 6 h and then left to stand overnight. The mixture was evaporated in vacuo; the residue was dis... Reactants: ClCCl (dichloromethane), BrC=1C=C(C=C(C1)Cl)C (3-bromo-5-chlorotoluene), C1CC(=O)N(C1=O)Br (NBS), CC(C)(C#N)N=NC(C)(C)C#N (AIBN). The solvent is C(Cl)(Cl)(Cl)Cl (carbon tetrachloride). Conditions: temperature 80 celsius. Product: BrC1=CC(=CC(=C1)Cl)CBr (1-bromo-3-(bromomethyl)-5-chlorobenzene). RXN SMILES: [Br:1][C:2]1[CH:3]=[C:4]([CH3:9])[CH:5]=[C:6]([Cl:8])[CH:7]=1.C1C(=O)N([Br:17])C(=O)C1.CC(N=NC(C#N)(C)C)(C#N)C.ClCCl>C(Cl)(Cl)(Cl)Cl>[Br:1][C:2]1[CH:7]=[C:6]([Cl:8])[CH:5]=[C:4]([CH2:9][Br:17])[CH:3]=1. Procedure: Step G2. The mixture of 3-bromo-5-chlorotoluene (9 g, 43.8 mmol), NBS (8.19 g, 46 mmol), and AIBN (200 mg) in carbon tetrachloride (50 mL) was heated at 80° C. for 3 hours. The resulting mixture was run through a silicon gel column with dichloromethane as the eluant. The fraction was collected and solvent was removed by rotovap, crude 1-bromo-3-(bromomethyl)-5-chlorobenzene (3) was obtained as a brown residue and used in the next step without further purification. Reactants: CC1([C@@H](N(C(O1)=O)C1=CC=C(C(=O)OC)C=C1)C1=CC=CC=C1)C ((S)-methyl 4-(5,5-dimethyl-2-oxo-4-phenyloxazolidin-3-yl)benzoate), Cl (HCl), C1CCOC1 (THF), [Li+].[OH-] (LiOH). The solvent is O (water), O (water), CO (MeOH). Conditions: temperature 50 celsius. Yields the product CC1([C@@H](N(C(O1)=O)C1=CC=C(C(=O)O)C=C1)C1=CC=CC=C1)C ((S)-4-(5,5-dimethyl-2-oxo-4-phenyloxazolidin-3-yl)benzoic acid). Isolated yield 48.4%. As a reaction SMILES: [CH3:1][C:2]1([CH3:24])[O:6][C:5](=[O:7])[N:4]([C:8]2[CH:17]=[CH:16][C:11]([C:12]([O:14]C)=[O:13])=[CH:10][CH:9]=2)[C@H:3]1[C:18]1[CH:23]=[CH:22][CH:21]=[CH:20][CH:19]=1.C1COCC1.[Li+].[OH-].Cl>O.CO>[CH3:1][C:2]1([CH3:24])[O:6][C:5](=[O:7])[N:4]([C:8]2[CH:17]=[CH:16][C:11]([C:12]([OH:14])=[O:13])=[CH:10][CH:9]=2)[C@H:3]1[C:18]1[CH:23]=[CH:22][CH:21]=[CH:20][CH:19]=1 |f:2.3|. Procedure: To a flask charged with (S)-methyl 4-(5,5-dimethyl-2-oxo-4-phenyloxazolidin-3-yl)benzoate (2.70 g, 8.30 mmol) were added THF (48.5 mL), MeOH (48.5 mL) and water (48.5 mL) respectively. To the resulting turbid solution was added LiOH (0.994 g, 41.5 mmol), and the resulting mixture was heated at 50° C. overnight. The resulting mixture was cooled in an ice water bath and brought to pH˜2 by the addition of 2N HCl (˜15 mL) leading to a light yellow solution to which water was added (˜100 mL). This le...